From a dataset of the Open Reaction Database (ORD), a public repository of structured organic reaction records. describe an organic reaction: reactants, conditions, products, and yield Starting materials: CO, COC(=O)C(F)(c1ccc(Cl)cc1)S(=O)(=O)CCC(F)(F)F, N. Yields the product NC(=O)C(F)(c1ccc(Cl)cc1)S(=O)(=O)CCC(F)(F)F. Reaction SMILES: [CH3:24][OH:25].[Cl:1][c:2]1[cH:3][cH:4][c:5]([C:8]([C:9](=[O:10])[O:11][CH3:12])([S:13](=[O:14])(=[O:15])[CH2:16][CH2:17][C:18]([F:19])([F:20])[F:21])[F:22])[cH:6][cH:7]1.[NH3:23]>>[Cl:1][c:2]1[cH:3][cH:4][c:5]([C:8]([C:9](=[O:10])[NH2:23])([S:13](=[O:14])(=[O:15])[CH2:16][CH2:17][C:18]([F:19])([F:20])[F:21])[F:22])[cH:6][cH:7]1. The reactants are CN1CCN(c2c(F)c(F)c3c(=O)c(C(=O)O)cn(C4CC4)c3c2F)CC1, NCc1ccccc1, c1ccncc1. The product is CN1CCN(c2c(F)c(NCc3ccccc3)c3c(=O)c(C(=O)O)cn(C4CC4)c3c2F)CC1. RXN SMILES: [CH:1]1([n:4]2[cH:5][c:6]([C:25](=[O:26])[OH:27])[c:7](=[O:24])[c:8]3[c:9]([F:23])[c:10]([F:22])[c:11]([N:15]4[CH2:16][CH2:17][N:18]([CH3:21])[CH2:19][CH2:20]4)[c:12]([F:14])[c:13]23)[CH2:2][CH2:3]1.[NH2:28][CH2:29][c:30]1[cH:31][cH:32][cH:33][cH:34][cH:35]1.[cH:36]1[cH:37][cH:38][n:39][cH:40][cH:41]1>>[CH:1]1([n:4]2[cH:5][c:6]([C:25](=[O:26])[OH:27])[c:7](=[O:24])[c:8]3[c:9]([NH:28][CH2:29][c:30]4[cH:31][cH:32][cH:33][cH:34][cH:35]4)[c:10]([F:22])[c:11]([N:15]4[CH2:16][CH2:17][N:18]([CH3:21])[CH2:19][CH2:20]4)[c:12]([F:14])[c:13]23)[CH2:2][CH2:3]1. Starting materials: CCOC(=O)c1c(C)nc2c(cnn2CC)c1NC1CCOCC1, CCO. The product is CCn1ncc2c(NC3CCOCC3)c(C(=O)O)c(C)nc21. As a reaction SMILES: [CH2:1]([CH3:2])[n:3]1[n:4][cH:5][c:6]2[c:7]1[n:8][c:9]([CH3:24])[c:10]([C:19](=[O:20])[O:21][CH2:22][CH3:23])[c:11]2[NH:12][CH:13]1[CH2:14][CH2:15][O:16][CH2:17][CH2:18]1.[CH3:25][CH2:26][OH:27]>>[CH2:1]([CH3:2])[n:3]1[n:4][cH:5][c:6]2[c:7]1[n:8][c:9]([CH3:24])[c:10]([C:19](=[O:20])[OH:21])[c:11]2[NH:12][CH:13]1[CH2:14][CH2:15][O:16][CH2:17][CH2:18]1. Starting materials: ClC1=NC2=C(N1CCO)C(=CC=C2Cl)C(CC)CC (2-[2,4-Dichloro-7-(1-ethylpropyl)-1H-benzimidazol-1-yl]ethanol), C1(=CC=CC=C1)P(C1=CC=CC=C1)C1=CC=CC=C1 (triphenylphosphine), CCOC(=O)/N=N/C(=O)OCC (diethylazodicarboxylate), C1(C=2C(C(N1)=O)=CC=CC2)=O (phthalimide). Run in O1CCCC1 (tetrahydrofuran). Run at time 2 hour. Product: ClC1=CC=C(C=2N3C(=NC21)NCC3)C(CC)CC (8-Chloro-5-(1-ethylpropyl)-2,3-dihydro-1H-imidazo[1,2-a]benzimidazole). RXN SMILES: Cl[C:2]1[N:6]([CH2:7][CH2:8]O)[C:5]2[C:10]([CH:15]([CH2:18][CH3:19])[CH2:16][CH3:17])=[CH:11][CH:12]=[C:13]([Cl:14])[C:4]=2[N:3]=1.C1(P(C2C=CC=CC=2)C2C=CC=CC=2)C=CC=CC=1.CCOC(/[N:44]=N/C(OCC)=O)=O.C1(=O)NC(=O)C2=CC=CC=C12>O1CCCC1>[Cl:14][C:13]1[C:4]2[N:3]=[C:2]3[NH:44][CH2:8][CH2:7][N:6]3[C:5]=2[C:10]([CH:15]([CH2:18][CH3:19])[CH2:16][CH3:17])=[CH:11][CH:12]=1. Procedure: To a solution of 2-[2,4-Dichloro-7-(1-ethylpropyl)-1H-benzimidazol-1-yl]ethanol (1.41 g, 4.681 mmol) in tetrahydrofuran (18 mL) were added triphenylphosphine (1.84 g, 7.022 mmol), diethylazodicarboxylate (ca. 2.2 mol/L in toluene, 3.19 mL, 7.022 mmol) and phthalimide (1.03 g, 7.022 mmol). The reaction mixture was stirred at room temperature for 2 hrs. The mixture was concentrated in vacuo. The residue was purified by silica gel column chromatography eluting with a 0-30% ethyl acetate/n-hexane gr... Reactants: COC(C1=C(C=C(C(=O)O)C=C1)C1=CC=CC=C1)=O (2-Phenylterephthalic acid mono methyl ester), CN1CCOCC1 (N-methylmorpholine), [BH4-].[Na+] (NaBH4), C(=O)(O)[O-].[Na+] (NaHCO3). The solvent is C1CCOC1 (THF). Reaction conditions: temperature 0 celsius. Product: COC(C1=C(C=C(C=C1)CO)C1=CC=CC=C1)=O (4-(Hydroxymethyl)-2-phenylbenzoic acid methyl ester). Reaction SMILES: [CH3:1][O:2][C:3](=[O:19])[C:4]1[CH:12]=[CH:11][C:7]([C:8](O)=[O:9])=[CH:6][C:5]=1[C:13]1[CH:18]=[CH:17][CH:16]=[CH:15][CH:14]=1.CN1CCOCC1.[BH4-].[Na+].C([O-])(O)=O.[Na+]>C1COCC1>[CH3:1][O:2][C:3](=[O:19])[C:4]1[CH:12]=[CH:11][C:7]([CH2:8][OH:9])=[CH:6][C:5]=1[C:13]1[CH:18]=[CH:17][CH:16]=[CH:15][CH:14]=1 |f:2.3,4.5|. Procedure: The resultant acid from Example 16A (1.0 equivalent) is treated with a slight excess of N-methylmorpholine (1.1 equivalent) and isobutylchworoformate (1.0 equivalent) in THF at 0° C. The mixture is then treated with NaBH4 (1.0 equivalent) and aqueous NaHCO3 and stirred at 0° C. until the reaction is judged complete by TLC analysis. The mixture is poured into dilute aqueous acid and extracted into ethyl acetate which is dried and evaporated. The product is purified by chromatography on silica gel... The reactants are [N-]=[N+]=[N-].[Na+] (Sodium azide), BrCCC1=CC=C(S1)C(=O)OC(C)C (isopropyl 5-(2-bromoethyl)thiophene-2-carboxylate). The solvent is CN(C)C=O (DMF), CCOC(=O)C (EtOAc). Conditions: time 18 hour. Yields the product N(=[N+]=[N-])CCC1=CC=C(S1)C(=O)OC(C)C (isopropyl 5-(2-azidoethyl)thiophene-2-carboxylate). Yield: 96.5%. As a reaction SMILES: [N-:1]=[N+:2]=[N-:3].[Na+].Br[CH2:6][CH2:7][C:8]1[S:12][C:11]([C:13]([O:15][CH:16]([CH3:18])[CH3:17])=[O:14])=[CH:10][CH:9]=1>CN(C=O)C.CCOC(C)=O>[N:1]([CH2:6][CH2:7][C:8]1[S:12][C:11]([C:13]([O:15][CH:16]([CH3:17])[CH3:18])=[O:14])=[CH:10][CH:9]=1)=[N+:2]=[N-:3] |f:0.1|. Reported procedure: Sodium azide (697 mg, 10.7 mmol) was added to a solution of the bromide from step 2 (2.7 g, 9.7 mmol) in DMF (39 mL) at room temperature. After 18 h at room temperature, the reaction mixture was diluted with EtOAc (300 mL) and washed with water (3×100 mL) and brine (50 mL). The organic phases was dried (Na2SO4), filtered and concentrated in vacuo to afford 2.24 g (96%) of isopropyl 5-(2-azidoethyl)thiophene-2-carboxylate.